From a dataset of the Open Reaction Database (ORD), a public repository of structured organic reaction records. describe an organic reaction: reactants, conditions, products, and yield Starting materials: COC/C(=C/C(=O)OC)/OS(=O)(=O)C(F)(F)F (methyl (Z)-4-methoxy-3-{[(trifluoromethyl)sulfonyl]-oxy}-2-butenoate), P(=O)([O-])([O-])[O-].[K+].[K+].[K+] (potassium phosphate), C(#N)C=1C=C(C=CC1)B(O)O (3-cyanophenyl boronic acid), tetrakis (triphenylphosphine)palladium(0), O1CCOCC1 (dioxane). Conditions: time 8 hour. Yields the product C(#N)C=1C=C(C=CC1)\C(=C/C(=O)OC)\COCC (methyl (E)-3-(3-cyanophenyl)-4-ethoxy-2-butenoate). The yield is 75.0%. Reaction SMILES: [CH3:1][O:2][CH2:3]/[C:4](/OS(C(F)(F)F)(=O)=O)=[CH:5]/[C:6]([O:8][CH3:9])=[O:7].P([O-])([O-])([O-])=O.[K+].[K+].[K+].[C:26]([C:28]1[CH:29]=[C:30](B(O)O)[CH:31]=[CH:32][CH:33]=1)#[N:27].O1CCOC[CH2:38]1>>[C:26]([C:28]1[CH:29]=[C:30](/[C:4](/[CH2:3][O:2][CH2:1][CH3:38])=[CH:5]\[C:6]([O:8][CH3:9])=[O:7])[CH:31]=[CH:32][CH:33]=1)#[N:27] |f:1.2.3.4|. Reported procedure: To a solution of methyl (Z)-4-methoxy-3-{[(trifluoromethyl)sulfonyl]-oxy}-2-butenoate (246 mg, 1.0 mmol) in 5 ml anhydrous dioxane was added potassium phosphate (318 mg, 1.5 mmol), 3-cyanophenyl boronic acid (162 mg, 1.0 mmol), and tetrakis (triphenylphosphine)palladium(0) (29 mg, 0.0251 mmol). Reaction mixture was heated to reflux and stirred overnight. Mixture was filtered through a pad of Celite, diluted with 20 ml ethyl acetate. Organic was washed with 2×20 ml water, 2×20 ml saturated brine ... Reactants: BrC1=CC(=C2C=CNC2=C1)F (6-bromo-4-fluoro-1H-indole), C(#N)[BH3-].[Na+] (sodium cyanoborohydride), C=O (Paraformaldehyde). The solvent is C(C)(=O)O (acetic acid). Run at time 4 hour. Yields the product BrC1=CC(=C2CCN(C2=C1)C)F (6-bromo-4-fluoro-1-methylindoline). Isolated yield 40.6%. RXN SMILES: [Br:1][C:2]1[CH:10]=[C:9]2[C:5]([CH:6]=[CH:7][NH:8]2)=[C:4]([F:11])[CH:3]=1.[C:12]([BH3-])#N.[Na+].C=O>C(O)(=O)C>[Br:1][C:2]1[CH:10]=[C:9]2[C:5]([CH2:6][CH2:7][N:8]2[CH3:12])=[C:4]([F:11])[CH:3]=1 |f:1.2|. Procedure: To a stirred solution of 6-bromo-4-fluoro-1H-indole (412 mg, 1.925 mmol) in acetic acid (10.600 mL) at RT was added sodium cyanoborohydride (605 mg, 9.62 mmol). Reaction mixture was stirred for 15 mins Paraformaldehyde (578 mg, 19.25 mmol) was then added and the reaction mixture was stirred at RT for 4 hours. Reaction mixture was quenched with saturated Na2CO3 aqueous solution (ca. 30 mL) and extracted with DCM (ca. 25 mL twice). The combined organic layers were dried over phase separator and so... Starting materials: C1(CCCCCO1)=O (ε-caprolactone), C1(OCCCO1)=O (trimethylene carbonate), C(C(C)O)O (propylene glycol), solution, CCCCC(CC)C(=O)[O-].CCCCC(CC)C(=O)[O-].[Sn+2] (stannous octoate). The solvent is C1(=CC=CC=C1)C (toluene). Reaction conditions: temperature 160 celsius. Yields the product C1(CCCCCO1)=O.C1(OCCCO1)=O (ε-CAPROLACTONE TRIMETHYLENE CARBONATE). RXN SMILES: [C:1]1(=[O:8])[O:7][CH2:6][CH2:5][CH2:4][CH2:3][CH2:2]1.[C:9]1(=[O:15])[O:14][CH2:13][CH2:12][CH2:11][O:10]1.C(O)C(O)C.CCCCC(C([O-])=O)CC.CCCCC(C([O-])=O)CC.[Sn+2]>C1(C)C=CC=CC=1>[C:1]1(=[O:8])[O:7][CH2:6][CH2:5][CH2:4][CH2:3][CH2:2]1.[C:9]1(=[O:15])[O:14][CH2:13][CH2:12][CH2:11][O:10]1 |f:3.4.5,7.8|. Procedure details: A flame dried, 250 mL, round bottom single neck flask was charged with 57.1 grams (0.50 mole) of ε-caprolactone, 51.0 grams (0.50 mole) of trimethylene carbonate, 4.4 mL (60mmol) of propylene glycol (USP), and 0.10 mL (34 μmol) of a 0.33M solution of stannous octoate in toluene. The flask was fitted with a flame dried mechanical stirrer. The flask was purged with nitrogen three times before venting with nitrogen. The reaction mixture was heated to 160° C. and maintained at this temperature for a... Procedure: Following the procedure of part (b) of example 31 but substituting 2-(6-bromohexyl)-1H-benz[de]isoquinoline-1,3(2H)-dione for the 2-(4-bromobutyl)-1H-benz[de]isoquinoline-1,3-(2H)-dione, one obtains N-[1-[6-(1,3-dihydro-1,3-dioxo-2H-benz[de]isoquinolin-2-yl)hexyl]-4-piperidinyl]-N-phenylpropanamide, hydrochloride. RXN SMILES: [ClH:1].O=C1C2C3C(=CC=CC=3C(=O)N1CCCC[N:21]1[CH2:26][CH2:25][CH:24]([N:27]([C:32]3[CH:37]=[CH:36][CH:35]=[CH:34][CH:33]=3)[C:28](=[O:31])[CH2:29][CH3:30])[CH2:23][CH2:22]1)C=CC=2.Br[CH2:39][CH2:40][CH2:41][CH2:42][CH2:43][CH2:44][N:45]1[C:54](=[O:55])[C:53]2[CH:56]=[CH:57][CH:58]=[C:51]3[C:52]=2[C:47](=[CH:48][CH:49]=[CH:50]3)[C:46]1=[O:59].BrCCCCN1C(=O)C2C=CC=C3C=2C(=CC=C3)C1=O>>[ClH:1].[O:59]=[C:46]1[C:47]2[C:52]3[C:51](=[CH:58][CH:57]=[CH:56][C:53]=3[C:54](=[O:55])[N:45]1[CH2:44][CH2:43][CH2:42][CH2:41][CH2:40][CH2:39][N:21]1[CH2:22][CH2:23][CH:24]([N:27]([C:32]3[CH:33]=[CH:34][CH:35]=[CH:36][CH:37]=3)[C:28](=[O:31])[CH2:29][CH3:30])[CH2:25][CH2:26]1)[CH:50]=[CH:49][CH:48]=2 |f:0.1,4.5|. Product: Cl.O=C1N(C(C2=C3C(C=CC=C13)=CC=C2)=O)CCCCCCN2CCC(CC2)N(C(CC)=O)C2=CC=CC=C2 (N-[1-[6-(1,3-dihydro-1,3-dioxo-2H-benz[de]isoquinolin-2-yl)hexyl]-4-piperidinyl]-N-phenylpropanamide, hydrochloride). The reactants are Cl.O=C1N(C(C2=C3C(C=CC=C13)=CC=C2)=O)CCCCN2CCC(CC2)N(C(CC)=O)C2=CC=CC=C2 (N-[1-[4-(1,3-dihydro-1,3-dioxo-2H-benz[de]isoquinolin-2-yl)butyl]-4-piperidinyl]-N-phenylpropanamide, hydrochloride), BrCCCCCCN1C(C2=CC=CC=3C2=C(C1=O)C=CC3)=O (2-(6-bromohexyl)-1H-benz[de]isoquinoline-1,3(2H)-dione), BrCCCCN1C(C2=CC=CC=3C2=C(C1=O)C=CC3)=O (2-(4-bromobutyl)-1H-benz[de]isoquinoline-1,3-(2H)-dione). Reactants: ClC=1C=C(C=CC1)B(O)O ((3-chlorophenyl)boronic acid), BrC1=C(N=C(S1)C(=O)OCC)C1=CC(=C(C=C1)F)C#N (Ethyl 5-bromo-4-(3-cyano-4-fluorophenyl)-1,3-thiazole-2-carboxylate), C([O-])(O)=O.[Na+] (sodium bicarbonate). Reagents/catalysts: C=1C=CC(=CC1)[P](C=2C=CC=CC2)(C=3C=CC=CC3)[Pd]([P](C=4C=CC=CC4)(C=5C=CC=CC5)C=6C=CC=CC6)([P](C=7C=CC=CC7)(C=8C=CC=CC8)C=9C=CC=CC9)[P](C=1C=CC=CC1)(C=1C=CC=CC1)C=1C=CC=CC1 (tetrakis(triphenylphosphine)palladium). The solvent is COCCOC (DME), O (water). The product is ClC=1C=C(C=CC1)C1=C(N=C(S1)C(=O)O)C1=CC(=C(C=C1)F)C#N (5-(3-chlorophenyl)-4-(3-cyano-4-fluorophenyl)-1,3-thiazole-2-carboxylic acid). RXN SMILES: [Cl:1][C:2]1[CH:3]=[C:4](B(O)O)[CH:5]=[CH:6][CH:7]=1.Br[C:12]1[S:16][C:15]([C:17]([O:19]CC)=[O:18])=[N:14][C:13]=1[C:22]1[CH:27]=[CH:26][C:25]([F:28])=[C:24]([C:29]#[N:30])[CH:23]=1.C(=O)(O)[O-].[Na+]>COCCOC.O.C1C=CC([P]([Pd]([P](C2C=CC=CC=2)(C2C=CC=CC=2)C2C=CC=CC=2)([P](C2C=CC=CC=2)(C2C=CC=CC=2)C2C=CC=CC=2)[P](C2C=CC=CC=2)(C2C=CC=CC=2)C2C=CC=CC=2)(C2C=CC=CC=2)C2C=CC=CC=2)=CC=1>[Cl:1][C:2]1[CH:3]=[C:4]([C:12]2[S:16][C:15]([C:17]([OH:19])=[O:18])=[N:14][C:13]=2[C:22]2[CH:27]=[CH:26][C:25]([F:28])=[C:24]([C:29]#[N:30])[CH:23]=2)[CH:5]=[CH:6][CH:7]=1 |f:2.3,^1:46,48,67,86|. Procedure: At room temperature, 231 mg (1.48 mmol) of (3-chlorophenyl)boronic acid are added to 350 mg (0.985 mmol) of the compound from Example 29A and 56.9 mg (0.049 mmol) of tetrakis(triphenylphosphine)palladium in 26 ml of DME. 252 mg (3.01 mmol) of sodium bicarbonate in 11 ml of water are subsequently added, and the mixture is stirred under reflux for 1 h. The reaction solution is subsequently concentrated under reduced pressure and the residue is taken up in ethyl acetate and washed with a saturated ... The reactants are N[C@@H]1C(N(C[C@H](SC1)C1=CC=CC=C1)CC(=O)OC(C)(C)C)=O (t-butyl rel-α-[6(R)-amino-5-oxo-2(R)-phenylperhydro-1,4-thiazepin-4-yl]acetate), BrC(C(=O)OCC)CCCCCCNC(=O)OC(C)(C)C (ethyl 2-bromo-8-t-butoxycarbonylaminooctanoate), C([O-])([O-])=O.[Na+].[Na+] (sodium carbonate). Yields the product C(C)(C)(C)OC(=O)NCCCCCCC(C(=O)OCC)N[C@@H]1C(N(C[C@H](SC1)C1=CC=CC=C1)CC(=O)OC(C)(C)C)=O (t-Butyl rel-α-[6(R)-(7-t-butoxycarbonylamino-1-ethoxycarbonylheptylamino)-5-oxo-2(R)-phenylperhydro-1,4-thiazepin-4-yl]acetate). RXN SMILES: [NH2:1][C@H:2]1[CH2:8][S:7][C@H:6]([C:9]2[CH:14]=[CH:13][CH:12]=[CH:11][CH:10]=2)[CH2:5][N:4]([CH2:15][C:16]([O:18][C:19]([CH3:22])([CH3:21])[CH3:20])=[O:17])[C:3]1=[O:23].Br[CH:25]([CH2:31][CH2:32][CH2:33][CH2:34][CH2:35][CH2:36][NH:37][C:38]([O:40][C:41]([CH3:44])([CH3:43])[CH3:42])=[O:39])[C:26]([O:28][CH2:29][CH3:30])=[O:27].C(=O)([O-])[O-].[Na+].[Na+]>>[C:41]([O:40][C:38]([NH:37][CH2:36][CH2:35][CH2:34][CH2:33][CH2:32][CH2:31][CH:25]([NH:1][C@H:2]1[CH2:8][S:7][C@H:6]([C:9]2[CH:14]=[CH:13][CH:12]=[CH:11][CH:10]=2)[CH2:5][N:4]([CH2:15][C:16]([O:18][C:19]([CH3:20])([CH3:22])[CH3:21])=[O:17])[C:3]1=[O:23])[C:26]([O:28][CH2:29][CH3:30])=[O:27])=[O:39])([CH3:44])([CH3:43])[CH3:42] |f:2.3.4|. Reported procedure: By following the same procedure as described in Example 4, a condensation reaction was carried out between 400 mg of t-butyl rel-α-[6(R)-amino-5-oxo-2(R)-phenylperhydro-1,4-thiazepin-4-yl]acetate and 1.08 g of ethyl 2-bromo-8-t-butoxycarbonylaminooctanoate in the presence of 0.76 g of sodium carbonate to give two diastereoisomers. These isomers were separated by column chromatography through silica gel, using a mixture of methylene chloride and ethyl acetate in the ratio 10:1 by volume as the el... Starting materials: CCCCCCCCCCC(=O)O, [Cl-], CCCCC(Cc1nnc(-c2ccc(O)cc2)s1)C(F)(F)F, O, c1ccncc1. Product: CCCCCCCCCCC(=O)Oc1ccc(-c2nnc(CC(CCCC)C(F)(F)F)s2)cc1. RXN SMILES: [C:30]([CH2:31][CH2:32][CH2:33][CH2:34][CH2:35][CH2:36][CH2:37][CH2:38][CH2:39][CH3:40])(=[O:41])[OH:42].[Cl-:29].[F:1][C:2]([CH:3]([CH2:4][c:5]1[s:6][c:7](-[c:10]2[cH:11][cH:12][c:13]([OH:16])[cH:14][cH:15]2)[n:8][n:9]1)[CH2:17][CH2:18][CH2:19][CH3:20])([F:21])[F:22].[OH2:43].[cH:23]1[cH:24][cH:25][n:26][cH:27][cH:28]1>>[F:1][C:2]([CH:3]([CH2:4][c:5]1[s:6][c:7](-[c:10]2[cH:11][cH:12][c:13]([O:16][C:30]([CH2:31][CH2:32][CH2:33][CH2:34][CH2:35][CH2:36][CH2:37][CH2:38][CH2:39][CH3:40])=[O:41])[cH:14][cH:15]2)[n:8][n:9]1)[CH2:17][CH2:18][CH2:19][CH3:20])([F:21])[F:22].